This data is from the Open Reaction Database (ORD), a public repository of structured organic reaction records. The task is: describe an organic reaction: reactants, conditions, products, and yield The reactants are COC(=O)c1cccc(CBr)c1, CS(C)=O, N#C[K]. The product is COC(=O)c1cccc(CC#N)c1. Reaction SMILES: [Br:1][CH2:2][c:3]1[cH:4][c:5]([C:6](=[O:7])[O:8][CH3:9])[cH:10][cH:11][cH:12]1.[CH3:16][S:17]([CH3:18])=[O:19].[K:13][C:14]#[N:15]>>[CH2:2]([c:3]1[cH:4][c:5]([C:6](=[O:7])[O:8][CH3:9])[cH:10][cH:11][cH:12]1)[C:14]#[N:15]. Starting materials: C(C1=CC=CC=C1)OC(CCC1=CC(=C(C=C1)OCC(=O)OC(C)(C)C)Cl)=O (3-(4-tert-butoxycarbonylmethoxy-3-chloro-phenyl)-propionic acid benzyl ester), C(C1=CC=CC=C1)OC(CCC1=CC=C(C=C1)O)=O (3-(4-hydroxy-phenyl)-propionic acid benzyl ester). Product: C(C1=CC=CC=C1)OC(CCC1=CC=C(C=C1)OCC(=O)OC(C)(C)C)=O (3-(4-tert-Butoxycarbonylmethoxy-phenyl)-propionic acid benzyl ester). Reaction SMILES: [CH2:1]([O:8][C:9](=[O:28])[CH2:10][CH2:11][C:12]1[CH:17]=[CH:16][C:15]([O:18][CH2:19][C:20]([O:22][C:23]([CH3:26])([CH3:25])[CH3:24])=[O:21])=[C:14](Cl)[CH:13]=1)[C:2]1[CH:7]=[CH:6][CH:5]=[CH:4][CH:3]=1.C(OC(=O)CCC1C=CC(O)=CC=1)C1C=CC=CC=1>>[CH2:1]([O:8][C:9](=[O:28])[CH2:10][CH2:11][C:12]1[CH:13]=[CH:14][C:15]([O:18][CH2:19][C:20]([O:22][C:23]([CH3:25])([CH3:24])[CH3:26])=[O:21])=[CH:16][CH:17]=1)[C:2]1[CH:7]=[CH:6][CH:5]=[CH:4][CH:3]=1. Reported procedure: This compound was prepared analogously to 3-(4-tert-butoxycarbonylmethoxy-3-chloro-phenyl)-propionic acid benzyl ester (Int. B step 2) by replacing 3-(3-chloro-4-hydroxy-phenyl)-propionic acid benzyl ester with 3-(4-hydroxy-phenyl)-propionic acid benzyl ester (commercially available). Starting materials: CC(=O)O[BH-](OC(C)=O)OC(C)=O, ClCCl, Cl, O=C1CCN(C(=O)Nc2cc(Oc3ccc(NC(=S)NC(=O)Cc4ccccc4)cc3F)ccn2)CC1, C1CNC1, [Na+]. Product: O=C(Cc1ccccc1)NC(=S)Nc1ccc(Oc2ccnc(NC(=O)N3CCC(N4CCC4)CC3)c2)c(F)c1. RXN SMILES: [C:43]([O:44][BH-:45]([O:46][C:47](=[O:48])[CH3:49])[O:50][C:51](=[O:52])[CH3:53])(=[O:54])[CH3:55].[Cl:57][CH2:58][Cl:59].[ClH:38].[F:1][c:2]1[c:3]([O:4][c:5]2[cH:6][c:7]([NH:11][C:12](=[O:13])[N:14]3[CH2:15][CH2:16][C:17](=[O:20])[CH2:18][CH2:19]3)[n:8][cH:9][cH:10]2)[cH:21][cH:22][c:23]([NH:25][C:26](=[S:27])[NH:28][C:29]([CH2:30][c:31]2[cH:32][cH:33][cH:34][cH:35][cH:36]2)=[O:37])[cH:24]1.[NH:39]1[CH2:40][CH2:41][CH2:42]1.[Na+:56]>>[F:1][c:2]1[c:3]([O:4][c:5]2[cH:6][c:7]([NH:11][C:12](=[O:13])[N:14]3[CH2:15][CH2:16][CH:17]([N:39]4[CH2:40][CH2:41][CH2:42]4)[CH2:18][CH2:19]3)[n:8][cH:9][cH:10]2)[cH:21][cH:22][c:23]([NH:25][C:26](=[S:27])[NH:28][C:29]([CH2:30][c:31]2[cH:32][cH:33][cH:34][cH:35][cH:36]2)=[O:37])[cH:24]1. Reagents/catalysts: [Pd] (Pd/C). Solvent: C(C)(=O)OCC (ethyl acetate). As a reaction SMILES: [CH2:1]([C@H:4]1[CH2:9][CH2:8][C@H:7]([C@H:10]2[CH2:15][CH2:14][C@H:13]([CH:16]=[CH:17][C:18]3[CH:23]=[CH:22][C:21]([F:24])=[C:20]([F:25])[CH:19]=3)[CH2:12][CH2:11]2)[CH2:6][CH2:5]1)[CH2:2][CH3:3]>C(OCC)(=O)C.[Pd]>[CH2:1]([C@H:4]1[CH2:5][CH2:6][C@H:7]([C@H:10]2[CH2:15][CH2:14][C@H:13]([CH2:16][CH2:17][C:18]3[CH:23]=[CH:22][C:21]([F:24])=[C:20]([F:25])[CH:19]=3)[CH2:12][CH2:11]2)[CH2:8][CH2:9]1)[CH2:2][CH3:3]. Starting materials: C(CC)[C@@H]1CC[C@H](CC1)[C@@H]1CC[C@H](CC1)C=CC1=CC(=C(C=C1)F)F (2-[trans-4-(trans-4-propylcyclohexyl)cyclohexyl]-1-(3,4-difluorophenyl)ethene). Product: C(CC)[C@@H]1CC[C@H](CC1)[C@@H]1CC[C@H](CC1)CCC1=CC(=C(C=C1)F)F (2-[trans-4-(trans-4-propylcyclohexyl)cyclohexyl]-1-(3,4-difluorophenyl)ethane). Reported procedure: Next, the above 2-[trans-4-(trans-4-propylcyclohexyl)cyclohexyl]-1-(3,4-difluorophenyl)ethene (1Og) was dissolved in ethyl acetate (100 ml), followed by subjecting the solution to catalytic hydrogenation at 20° C. by means of 5%-Pd/C catalyst (0.5 g) till absorption of hydrogen ceased, removing the catalyst after completion of the reaction, distilling off ethyl acetate and recrystallizing a remaining oily substance from ethanol to obtain the objective 2-[trans-4-(trans-4-propylcyclohexyl)cyclohe... Reactants: BrC=1N=C2C(=NC1Cl)NC(CC2)=O (2-bromo-3-chloro-7,8-dihydropyrido[2,3-b]pyrazin-6(5H)-one), BrC=1N=C2C(=NC1Cl)NC(CC2)=O (2-bromo-3-chloro-7,8-dihydropyrido[2,3-b]pyrazin-6(5H)-one), B(C=1C=CC(=CC1)C)(O)O (p-tolylboronic acid), C(=O)([O-])[O-].[K+].[K+] (K2CO3). The reagents and catalysts are Cl[Pd]([P](C1=CC=CC=C1)(C2=CC=CC=C2)C3=CC=CC=C3)([P](C4=CC=CC=C4)(C5=CC=CC=C5)C6=CC=CC=C6)Cl (Pd(PPh3)2Cl2). The solvent is CC#N (MeCN), O (water). Conditions: temperature 80 celsius, time 66 hour. The product is C1(=CC=C(C=C1)C=1N=C2C(=NC1C1=CC=C(C=C1)C)NC(CC2)=O)C (2,3-Dip-tolyl-7,8-dihydropyrido[2,3-b]pyrazin-6(5H)-one). RXN SMILES: Br[C:2]1[N:3]=[C:4]2[CH2:12][CH2:11][C:10](=[O:13])[NH:9][C:5]2=[N:6][C:7]=1Cl.B(O)(O)[C:15]1[CH:16]=[CH:17][C:18]([CH3:21])=[CH:19][CH:20]=1.C([O-])([O-])=O.[K+].[K+]>CC#N.O.Cl[Pd](Cl)([P](C1C=CC=CC=1)(C1C=CC=CC=1)C1C=CC=CC=1)[P](C1C=CC=CC=1)(C1C=CC=CC=1)C1C=CC=CC=1>[C:18]1([CH3:21])[CH:17]=[CH:16][C:15]([C:2]2[N:3]=[C:4]3[CH2:12][CH2:11][C:10](=[O:13])[NH:9][C:5]3=[N:6][C:7]=2[C:15]2[CH:20]=[CH:19][C:18]([CH3:21])=[CH:17][CH:16]=2)=[CH:20][CH:19]=1 |f:2.3.4,^1:36,55|. Procedure details: To a stirrred suspension of 2-bromo-3-chloro-7,8-dihydropyrido[2,3-b]pyrazin-6(5H)-one (Intermediate J) (10 g, 38.1 mmol), p-tolylboronic acid (11.39 g, 84 mmol) in MeCN (400 ml) and water (100 ml) under N2 supply, was added solid K2CO3 (fine mesh) (7.90 g, 57.1 mmol) followed by Pd(PPh3)2Cl2 (1.337 g, 1.905 mmol). The yellow RM was heated to 80° C. and was left stirring for 66 hours. The RM was allowed to cool slowly to RT and then placed in the fridge for 3-4 hours. The fine yellow needles wer... Reactants: CCCC(CC(=O)OCC)N(Cc1ccccc1)C(C)c1ccccc1, CCO, [OH-], [OH-], [Pd+2]. The product is CCCC(N)CC(=O)OCC. As a reaction SMILES: [CH2:1]([CH3:2])[O:3][C:4]([CH2:5][CH:6]([CH2:7][CH2:8][CH3:9])[N:10]([CH2:11][c:12]1[cH:13][cH:14][cH:15][cH:16][cH:17]1)[CH:18]([c:19]1[cH:20][cH:21][cH:22][cH:23][cH:24]1)[CH3:25])=[O:26].[CH3:27][CH2:28][OH:29].[OH-:30].[OH-:31].[Pd+2:32]>>[CH2:1]([CH3:2])[O:3][C:4]([CH2:5][CH:6]([CH2:7][CH2:8][CH3:9])[NH2:10])=[O:26]. Reported procedure: A mixture of 3,5-diphenylpyrazole (7.32 g, 33 mmol), [4-(chloromethyl)phenyl]methanol (5.00 g, 32 mmol), potassium carbonate (6.90 g, 50 mmol) and N,N-dimethylformamide (50 mL) was stirred at 120° C. for 1 hr. The reaction mixture was poured into 1 N hydrochloric acid and the mixture was extracted with ethyl acetate. The ethyl acetate layer was washed with saturated brine, dried over anhydrous magnesium sulfate, and concentrated under reduced pressure to give the title compound (7.10 g, yield 63... The solvent is CN(C=O)C (N,N-dimethylformamide). Starting materials: Cl (hydrochloric acid), C1(=CC=CC=C1)C1=NNC(=C1)C1=CC=CC=C1 (3,5-diphenylpyrazole), ClCC1=CC=C(C=C1)CO ([4-(chloromethyl)phenyl]methanol), C([O-])([O-])=O.[K+].[K+] (potassium carbonate). Yield: 65.2%. Reaction conditions: temperature 120 celsius, time 1 hour. Reaction SMILES: [C:1]1([C:7]2[CH:11]=[C:10]([C:12]3[CH:17]=[CH:16][CH:15]=[CH:14][CH:13]=3)[NH:9][N:8]=2)[CH:6]=[CH:5][CH:4]=[CH:3][CH:2]=1.Cl[CH2:19][C:20]1[CH:25]=[CH:24][C:23]([CH2:26][OH:27])=[CH:22][CH:21]=1.C(=O)([O-])[O-].[K+].[K+].Cl>CN(C)C=O>[C:1]1([C:7]2[CH:11]=[C:10]([C:12]3[CH:17]=[CH:16][CH:15]=[CH:14][CH:13]=3)[N:9]([CH2:19][C:20]3[CH:25]=[CH:24][C:23]([CH2:26][OH:27])=[CH:22][CH:21]=3)[N:8]=2)[CH:6]=[CH:5][CH:4]=[CH:3][CH:2]=1 |f:2.3.4|. Yields the product C1(=CC=CC=C1)C1=NN(C(=C1)C1=CC=CC=C1)CC1=CC=C(C=C1)CO ({4-[(3,5-diphenyl-1H-pyrazol-1-yl)methyl]phenyl}methanol). Product: COC(C1=C(C=CC(=C1)OCCCCCCOC1=CC=C(C=C1)C1=CC=CC=C1)OCC1=CC=CC=C1)=O (5-[[6-([1,1'-biphenyl]-4-yloxy)hexyl]oxy]-2-(phenylmethoxy)benzoic acid methyl ester). Yield: 89.0%. The reactants are COC(C1=C(C=CC(=C1)OCCCCCCOC1=CC=C(C=C1)C1=CC=CC=C1)O)=O (5-[[6-([1,1'-biphenyl]-4-yloxy) hexyl]oxy]-2-hydroxybenzoic acid methyl ester), C(C1=CC=CC=C1)Br (benzyl bromide), C([O-])([O-])=O.[K+].[K+] (potassium carbonate). The solvent is CC(=O)C (acetone), CN(C)C=O (DMF). RXN SMILES: [CH3:1][O:2][C:3](=[O:31])[C:4]1[CH:9]=[C:8]([O:10][CH2:11][CH2:12][CH2:13][CH2:14][CH2:15][CH2:16][O:17][C:18]2[CH:23]=[CH:22][C:21]([C:24]3[CH:29]=[CH:28][CH:27]=[CH:26][CH:25]=3)=[CH:20][CH:19]=2)[CH:7]=[CH:6][C:5]=1[OH:30].[CH2:32](Br)[C:33]1[CH:38]=[CH:37][CH:36]=[CH:35][CH:34]=1.C(=O)([O-])[O-].[K+].[K+]>CC(C)=O.CN(C=O)C>[CH3:1][O:2][C:3](=[O:31])[C:4]1[CH:9]=[C:8]([O:10][CH2:11][CH2:12][CH2:13][CH2:14][CH2:15][CH2:16][O:17][C:18]2[CH:19]=[CH:20][C:21]([C:24]3[CH:25]=[CH:26][CH:27]=[CH:28][CH:29]=3)=[CH:22][CH:23]=2)[CH:7]=[CH:6][C:5]=1[O:30][CH2:32][C:33]1[CH:38]=[CH:37][CH:36]=[CH:35][CH:34]=1 |f:2.3.4|. Procedure: A mixture of 1.4 g (3.3 mmol) of 5-[[6-([1,1'-biphenyl]-4-yloxy) hexyl]oxy]-2-hydroxybenzoic acid methyl ester, 0.6 ml (5 mmol) of benzyl bromide and 2.5 g (16.5 mmol) of potassium carbonate in 50 ml of acetone and 5 ml of DMF was stirred at reflux for 24 hours. After the usual workup, the crude product was recrystallized from ethyl acetate-hexane to give 1.5 g (89% yield, mp 85°-87°) of 5-[[6-([1,1'-biphenyl]-4-yloxy)hexyl]oxy]-2-(phenylmethoxy)benzoic acid methyl ester. Starting materials: [BH4-], O=C(n1ccnc1)n1ccnc1, C1CCOC1, [Na+], O=C(O)C1CC(=O)N(c2ccccc2)C1, O. Yields the product O=C1CC(CO)CN1c1ccccc1. RXN SMILES: [BH4-:33].[C:1]([n:2]1[cH:3][cH:4][n:5][cH:6]1)([n:7]1[cH:8][cH:9][n:10][cH:11]1)=[O:12].[CH2:13]1[O:14][CH2:15][CH2:16][CH2:17]1.[Na+:34].[O:18]=[C:19]1[CH2:20][CH:21]([C:30](=[O:31])[OH:32])[CH2:22][N:23]1[c:24]1[cH:25][cH:26][cH:27][cH:28][cH:29]1.[OH2:35]>>[O:18]=[C:19]1[CH2:20][CH:21]([CH2:30][OH:31])[CH2:22][N:23]1[c:24]1[cH:25][cH:26][cH:27][cH:28][cH:29]1.